This data is from the Open Reaction Database (ORD), a public repository of structured organic reaction records. The task is: describe an organic reaction: reactants, conditions, products, and yield Procedure details: Using the general procedure described in Example 3, N1-(4-methoxybenzoyl)-N2-(piperidin-4-ylcarbonyl)-1,2-benzenediamine (0.045 mmol) was reacted with 2-methoxybenzaldehyde to provide 21 mg of the title product as the free base. Treatment with hydrochloric acid and concentration in vacuo yielded the salt of the title compound. The reactants are COC1=CC=C(C(=O)NC=2C(=CC=CC2)NC(=O)C2CCNCC2)C=C1 (N1-(4-methoxybenzoyl)-N2-(piperidin-4-ylcarbonyl)-1,2-benzenediamine), COC1=C(C=O)C=CC=C1 (2-methoxybenzaldehyde). The product is COC1=CC=C(C(=O)NC=2C(=CC=CC2)NC(=O)C2CCN(CC2)CC2=C(C=CC=C2)OC)C=C1 (N1-(4-Methoxybenzoyl)-N2-[1-(2-methoxybenzyl)piperidin-4-ylcarbonyl]-1,2-benzenediamine). As a reaction SMILES: [CH3:1][O:2][C:3]1[CH:26]=[CH:25][C:6]([C:7]([NH:9][C:10]2[C:11]([NH:16][C:17]([CH:19]3[CH2:24][CH2:23][NH:22][CH2:21][CH2:20]3)=[O:18])=[CH:12][CH:13]=[CH:14][CH:15]=2)=[O:8])=[CH:5][CH:4]=1.[CH3:27][O:28][C:29]1[CH:36]=[CH:35][CH:34]=[CH:33][C:30]=1[CH:31]=O>>[CH3:1][O:2][C:3]1[CH:4]=[CH:5][C:6]([C:7]([NH:9][C:10]2[C:11]([NH:16][C:17]([CH:19]3[CH2:20][CH2:21][N:22]([CH2:31][C:30]4[CH:33]=[CH:34][CH:35]=[CH:36][C:29]=4[O:28][CH3:27])[CH2:23][CH2:24]3)=[O:18])=[CH:12][CH:13]=[CH:14][CH:15]=2)=[O:8])=[CH:25][CH:26]=1. Starting materials: C(C)(C)N=C=O (isopropyl isocyanate), hydrochloride salt, BrC=1C=C(C=NC1)CN (5-bromo-3-pyridinemethanamine), C(C)(C)N(CC)C(C)C (diisopropylethylamine). The solvent is O1CCOCC1 (1,4-dioxane). Run at temperature 80 celsius, time 15 minute. The product is BrC=1C=C(C=NC1)CNC(=O)NC(C)C (1-(5-bromo-pyridin-3-ylmethyl)-3-isopropyl-urea). As a reaction SMILES: [Br:1][C:2]1[CH:3]=[C:4]([CH2:8][NH2:9])[CH:5]=[N:6][CH:7]=1.C(N(C(C)C)CC)(C)C.[CH:19]([N:22]=[C:23]=[O:24])([CH3:21])[CH3:20]>O1CCOCC1>[Br:1][C:2]1[CH:3]=[C:4]([CH2:8][NH:9][C:23]([NH:22][CH:19]([CH3:21])[CH3:20])=[O:24])[CH:5]=[N:6][CH:7]=1. Procedure: To a solution of the hydrochloride salt of 5-bromo-3-pyridinemethanamine (CAS#135124-70-8, 176 mg, 0.65 mmol) in 1,4-dioxane (10 mL) at room temperature was added diisopropylethylamine (0.550 mL, 3.27 mmol) followed by isopropyl isocyanate (CAS#1795-48-8, 0.13 mL, 1.3 mmol). The reaction was then heated to 80° C. and stirred for 15 minutes. The reaction was then cooled to room temperature, quenched with methanol, and stirred for an additional 15 minutes. The resulting solution was then concentra...